Dataset: the Open Reaction Database (ORD), a public repository of structured organic reaction records. Task: describe an organic reaction: reactants, conditions, products, and yield Run in [Cl-].[Na+].O (brine), CN(C)C=O (DMF). The product is CC=1C(=NC=C(C1)C)CN(CCCCNC(=O)NC=1NC=CN1)CC1=NC=CC2=CC=CC=C12 (1-{4-[(3,5-Dimethyl-pyridin-2-ylmethyl)-isoquinolin-1-ylmethyl-amino]-butyl}-3-(1H-imidazol-2-yl)-urea). Run at temperature 70 celsius, time 1 hour. Isolated yield 42.0%. Procedure: To a warm (70° C.), stirred, solution of N-(3,5-Dimethyl-pyridin-2-ylmethyl)-N1-isoquinolin-1-ylmethyl-butane-1,4-diamine (0.130 g, 0.37 mmol) and DIPEA (0.39 mL, 2.24 mmol) in DMF (4 mL) was added freshly prepared imidazole-1-carboxylic acid (1H-imidazol-2-yl)-amide (2 equiv). After 1 hour, the mixture was cooled to room temperature, diluted with brine (5 mL) and extracted with CH2Cl2 (4×10 mL). The combined organic extracts were washed with water (5×10 mL), dried (Na2SO4) and concentrated. Pur... Starting materials: CC=1C(=NC=C(C1)C)CN(CCCCN)CC1=NC=CC2=CC=CC=C12 (N-(3,5-Dimethyl-pyridin-2-ylmethyl)-N1-isoquinolin-1-ylmethyl-butane-1,4-diamine), CCN(C(C)C)C(C)C (DIPEA), N1C(=NC=C1)NC(=O)N1C=NC=C1 (imidazole-1-carboxylic acid (1H-imidazol-2-yl)-amide). Reaction SMILES: [CH3:1][C:2]1[C:3]([CH2:9][N:10]([CH2:16][C:17]2[C:26]3[C:21](=[CH:22][CH:23]=[CH:24][CH:25]=3)[CH:20]=[CH:19][N:18]=2)[CH2:11][CH2:12][CH2:13][CH2:14][NH2:15])=[N:4][CH:5]=[C:6]([CH3:8])[CH:7]=1.CCN(C(C)C)C(C)C.[NH:36]1[CH:40]=[CH:39][N:38]=[C:37]1[NH:41][C:42](N1C=CN=C1)=[O:43]>CN(C=O)C.[Cl-].[Na+].O>[CH3:1][C:2]1[C:3]([CH2:9][N:10]([CH2:16][C:17]2[C:26]3[C:21](=[CH:22][CH:23]=[CH:24][CH:25]=3)[CH:20]=[CH:19][N:18]=2)[CH2:11][CH2:12][CH2:13][CH2:14][NH:15][C:42]([NH:41][C:37]2[NH:36][CH:40]=[CH:39][N:38]=2)=[O:43])=[N:4][CH:5]=[C:6]([CH3:8])[CH:7]=1 |f:4.5.6|. Product: ClC(C(=O)NC=1C=C(C=CC1)OC(N(C1=CC(=CC=C1)C)CCC#N)=O)(Cl)Cl (N-(2-cyanoethyl)-3-methylcarbanilic acid-[3-(trichloromethylcarbonylamino)-phenyl]-ester). Starting materials: C(#N)CCNC1=CC(=CC=C1)C (N-(2-cyanoethyl)-3-methylaniline), ClC(C(=O)NC=1C=C(C=CC1)OC(=O)Cl)(Cl)Cl (chloroformic acid-3-(trichloromethylcarbonylamino)-phenyl ester). RXN SMILES: [C:1]([CH2:3][CH2:4][NH:5][C:6]1[CH:11]=[CH:10][CH:9]=[C:8]([CH3:12])[CH:7]=1)#[N:2].[Cl:13][C:14]([Cl:29])([Cl:28])[C:15]([NH:17][C:18]1[CH:19]=[C:20]([O:24][C:25](Cl)=[O:26])[CH:21]=[CH:22][CH:23]=1)=[O:16]>C(#N)C>[Cl:13][C:14]([Cl:28])([Cl:29])[C:15]([NH:17][C:18]1[CH:19]=[C:20]([O:24][C:25](=[O:26])[N:5]([CH2:4][CH2:3][C:1]#[N:2])[C:6]2[CH:11]=[CH:10][CH:9]=[C:8]([CH3:12])[CH:7]=2)[CH:21]=[CH:22][CH:23]=1)=[O:16]. Reported procedure: Into a solution of 16.0 g N-(2-cyanoethyl)-3-methylaniline in 100 ml acetonitrile, 31.7 g chloroformic acid-3-(trichloromethylcarbonylamino)-phenyl ester taken up in 100 ml acetonitrile is added dropwise. The reaction mixture is heated to boiling for another 10 minutes, cooled, stirred in 500 ml ice water, the precipitate filtered and recrystallized from isopropanol. Run at time 10 minute. Run in C(C)#N (acetonitrile), ice water, C(C)#N (acetonitrile). The reactants are C(=O)(O)C1=CC=C(C=C1)C=1C(=NC2=CC=CC=C2C1)SCCN(C)C (3-(p-Carboxyphenyl)-2-(2-dimethylaminoethylthio)quinoline), S(=O)(Cl)Cl (thionyl chloride), CO (methanol). Conditions: time 16 hour. Product: Cl.CN(CCSC1=NC2=CC=CC=C2C=C1C1=CC=C(C=C1)C(=O)OC)C (2-(2-dimethylaminoethylthio)-3-(p-methoxycarbonylphenyl)quinoline hydrochloride). As a reaction SMILES: [C:1]([C:4]1[CH:9]=[CH:8][C:7]([C:10]2[C:11]([S:20][CH2:21][CH2:22][N:23]([CH3:25])[CH3:24])=[N:12][C:13]3[C:18]([CH:19]=2)=[CH:17][CH:16]=[CH:15][CH:14]=3)=[CH:6][CH:5]=1)([OH:3])=[O:2].S(Cl)([Cl:28])=O.[CH3:30]O>>[ClH:28].[CH3:24][N:23]([CH3:25])[CH2:22][CH2:21][S:20][C:11]1[C:10]([C:7]2[CH:8]=[CH:9][C:4]([C:1]([O:3][CH3:30])=[O:2])=[CH:5][CH:6]=2)=[CH:19][C:18]2[C:13](=[CH:14][CH:15]=[CH:16][CH:17]=2)[N:12]=1 |f:3.4|. Reported procedure: 3-(p-Carboxyphenyl)-2-(2-dimethylaminoethylthio)quinoline (0.7 g.) was added to a solution of thionyl chloride (1.5 ml.) in methanol (20 ml.) at 0°. The mixture was stirred at ambient temperature for 16 hr., and the solvent then evaporated. The solid residue was crystallised from methanol-ethyl acetate to give 2-(2-dimethylaminoethylthio)-3-(p-methoxycarbonylphenyl)quinoline hydrochloride, m.p. 224-5°. The reactants are [Al+3], CC(C)=O, CN(C)C=O, [Cl-], [Cl-], [Cl-], O=C1CSc2ccccc2N1, O=C1CCC(=O)O1. The product is O=C(O)CCC(=O)c1ccc2c(c1)NC(=O)CS2. Reaction SMILES: [Al+3:2].[CH3:28][C:29](=[O:30])[CH3:31].[CH3:5][N:6]([CH3:7])[CH:8]=[O:9].[Cl-:1].[Cl-:3].[Cl-:4].[O:10]=[C:11]1[CH2:12][S:13][c:14]2[c:15]([cH:17][cH:18][cH:19][cH:20]2)[NH:16]1.[O:21]=[C:22]1[CH2:23][CH2:24][C:25](=[O:26])[O:27]1>>[O:10]=[C:11]1[CH2:12][S:13][c:14]2[c:15]([cH:17][c:18]([C:25]([CH2:24][CH2:23][C:22](=[O:21])[OH:27])=[O:26])[cH:19][cH:20]2)[NH:16]1. Reactants: CO, [K+], [C-]#[N+]CC(=O)N1CCCC1, O=Cc1ccc2c(c1)OCCO2, [OH-]. The product is O=C(C1N=COC1c1ccc2c(c1)OCCO2)N1CCCC1. RXN SMILES: [CH3:25][OH:26].[K+:2].[N+:15](#[C-:16])[CH2:17][C:18](=[O:19])[N:20]1[CH2:21][CH2:22][CH2:23][CH2:24]1.[O:3]1[CH2:4][CH2:5][O:6][c:7]2[c:8]1[cH:9][cH:10][c:11]([CH:13]=[O:14])[cH:12]2.[OH-:1]>>[O:3]1[CH2:4][CH2:5][O:6][c:7]2[c:8]1[cH:9][cH:10][c:11]([CH:13]1[O:14][CH:16]=[N:15][CH:17]1[C:18](=[O:19])[N:20]1[CH2:21][CH2:22][CH2:23][CH2:24]1)[cH:12]2. Reactants: C(C1=CC=CC=C1)N1CCN(CC1)C1=CC(=CC=2CCOC21)F (1-benzyl-4-(5-fluoro-2,3-dihydro-benzofuran-7-yl)-piperazine), C(=O)[O-].[NH4+] (ammonium formate). Reagents/catalysts: [Pd] (palladium on carbon). The solvent is C(C)O (ethanol). Conditions: time 2 hour. Product: FC=1C=C(C2=C(CCO2)C1)N1CCNCC1 (4-(5-Fluoro-2,3-dihydro-benzofuran-7-yl)-piperazine). Yield: 75.0%. As a reaction SMILES: C([N:8]1[CH2:13][CH2:12][N:11]([C:14]2[C:22]3[O:21][CH2:20][CH2:19][C:18]=3[CH:17]=[C:16]([F:23])[CH:15]=2)[CH2:10][CH2:9]1)C1C=CC=CC=1.C([O-])=O.[NH4+]>[Pd].C(O)C>[F:23][C:16]1[CH:15]=[C:14]([N:11]2[CH2:12][CH2:13][NH:8][CH2:9][CH2:10]2)[C:22]2[O:21][CH2:20][CH2:19][C:18]=2[CH:17]=1 |f:1.2|. Procedure: A mixture of 1-benzyl-4-(5-fluoro-2,3-dihydro-benzofuran-7-yl)-piperazine (2.06 g, 6.6 mmol), 10% palladium on carbon (0.6 g) and ammonium formate (0.83 g, 13 mmol) in ethanol (20 ml) was allowed to refux for 2 hours. The catalyst was filtered off and the solvent removed under vacuum. Chromatography (10-30% methanol-methylene chloride plus ammonium hydroxide) afforded 1.10 g (75%) of product as a yellow oil; MS EI m/e 222 (M)+. The reactants are C(C)(C)(C)OC(C[C@@H](C=1C=NC=C(C1)C#CC1=CC(=CC=C1)OCCF)NC(=O)[C@H]1CN(CCC1)C(CCC1CCN(CC1)C(=O)OC(C)(C)C)=O)=O (Tert-butyl 4-{3-[(3R)-3-{[(1S)-3-tert-butoxy-1-(5-{[3-(2-fluoroethoxy)phenyl]ethynyl}pyridin-3-yl)-3-oxopropyl]carbamoyl}piperidin-1-yl]-3-oxopropyl}piperidine-1-carboxylate). The solvent is C(=O)O (formic acid). The product is FCCOC=1C=C(C=CC1)C#CC=1C=C(C=NC1)[C@H](CC(=O)O)NC(=O)[C@H]1CN(CCC1)C(CCC1CCNCC1)=O ((3S)-3-(5-{[3-(2-fluoroethoxy)phenyl]ethynyl}pyridin-3-yl)-3-[({(3R)-1-[3-(piperidin-4-yl)propanoyl]piperidin-3-yl}carbonyl)amino]propanoic acid). Yield: 82.9%. RXN SMILES: C([O:5][C:6](=[O:53])[CH2:7][C@H:8]([NH:27][C:28]([C@@H:30]1[CH2:35][CH2:34][CH2:33][N:32]([C:36](=[O:52])[CH2:37][CH2:38][CH:39]2[CH2:44][CH2:43][N:42](C(OC(C)(C)C)=O)[CH2:41][CH2:40]2)[CH2:31]1)=[O:29])[C:9]1[CH:10]=[N:11][CH:12]=[C:13]([C:15]#[C:16][C:17]2[CH:22]=[CH:21][CH:20]=[C:19]([O:23][CH2:24][CH2:25][F:26])[CH:18]=2)[CH:14]=1)(C)(C)C>C(O)=O>[F:26][CH2:25][CH2:24][O:23][C:19]1[CH:18]=[C:17]([C:16]#[C:15][C:13]2[CH:14]=[C:9]([C@@H:8]([NH:27][C:28]([C@@H:30]3[CH2:35][CH2:34][CH2:33][N:32]([C:36](=[O:52])[CH2:37][CH2:38][CH:39]4[CH2:44][CH2:43][NH:42][CH2:41][CH2:40]4)[CH2:31]3)=[O:29])[CH2:7][C:6]([OH:53])=[O:5])[CH:10]=[N:11][CH:12]=2)[CH:22]=[CH:21][CH:20]=1. Reported procedure: Tert-butyl 4-{3-[(3R)-3-{[(1S)-3-tert-butoxy-1-(5-{[3-(2-fluoroethoxy)phenyl]ethynyl}pyridin-3-yl)-3-oxopropyl]carbamoyl}piperidin-1-yl]-3-oxopropyl}piperidine-1-carboxylate (15.7 mg, 20 μmol) was heated to 60° C. in formic acid (1.5 mL) for 40 minutes. The solution was then concentrated in vacuum and the residue purified by preparative HPLC to yield 9.6 mg of (3S)-3-(5-{[3-(2-fluoroethoxy)phenyl]ethynyl}pyridin-3-yl)-3-[({(3R)-1-[3-(piperidin-4-yl)propanoyl]piperidin-3-yl}carbonyl)amino]propano...